From a dataset of the Open Reaction Database (ORD), a public repository of structured organic reaction records. describe an organic reaction: reactants, conditions, products, and yield Reactants: [Al+3].[Cl-].[Cl-].[Cl-] (AlCl3), ClS(=O)(=O)N=C=O (chlorosulfonylisocyanate), C1(=CC=CC=C1)O (phenol). The solvent is C[N+](=O)[O-] (MeNO2), C[N+](=O)[O-] (MeNO2). Reaction conditions: temperature 45 celsius. Yields the product OC1=C(C=CC=C1)S(=O)(=O)N (2-hydroxyphenylsulfonamide). As a reaction SMILES: Cl[S:2]([N:5]=C=O)(=[O:4])=[O:3].[C:8]1([OH:14])[CH:13]=[CH:12][CH:11]=[CH:10][CH:9]=1.[Al+3].[Cl-].[Cl-].[Cl-]>C[N+]([O-])=O>[OH:14][C:8]1[CH:13]=[CH:12][CH:11]=[CH:10][C:9]=1[S:2]([NH2:5])(=[O:3])=[O:4] |f:2.3.4.5|. Reported procedure: To a solution of chlorosulfonylisocyanate (Aldrich; 2 mL) in 76 mL MeNO2 at 0° C. was added phenol (2 g) in 10 mL MeNO2. The solution was heated at 45° C. for 30 minutes then AlCl3 (3.46 g) was added and the temperature raised to 100° C. for 30 minutes. The reaction mixture was poured onto ice/H2O, extracted (2× Et2O), and washed with H2O. The organic layer was extracted with K2CO3 (saturated solution) and the aqueous phase then acidified with 1N HCl. Extraction of the aqueous phase with Et2O fo... Reported procedure: 1,3,5-Tris(2-hydroxyethyl)perhydro-s-tria-zine (21.6 g, 0.1 mole) and potassium carbonate (35 g) are combined in a mixture of 50 ml of water and 150 ml of methylene chloride at 0° C. Oleic acid chloride (30 g, 0.1 mole) in 50 ml of methylene chloride is added at a rate such that the reaction mixture is retained at a temperature below about 10° C. After complete addition, the mixture is stirred at 0° C. for 15 hours and then at about 25° C. for an additional 16 hours. The organic layer is separat... As a reaction SMILES: [OH:1][CH2:2][CH2:3][N:4]1[CH2:9][N:8]([CH2:10][CH2:11][OH:12])[CH2:7][N:6]([CH2:13][CH2:14][OH:15])[CH2:5]1.C(=O)([O-])[O-].[K+].[K+].[C:22](Cl)(=[O:40])[CH2:23][CH2:24][CH2:25][CH2:26][CH2:27][CH2:28][CH2:29]/[CH:30]=[CH:31]\[CH2:32][CH2:33][CH2:34][CH2:35][CH2:36][CH2:37][CH2:38][CH3:39]>O.C(Cl)Cl>[C:22]([O:12][CH2:11][CH2:10][N:8]1[CH2:9][N:4]([CH2:3][CH2:2][OH:1])[CH2:5][N:6]([CH2:13][CH2:14][OH:15])[CH2:7]1)(=[O:40])[CH2:23][CH2:24][CH2:25][CH2:26][CH2:27][CH2:28][CH2:29]/[CH:30]=[CH:31]\[CH2:32][CH2:33][CH2:34][CH2:35][CH2:36][CH2:37][CH2:38][CH3:39] |f:1.2.3|. Conditions: temperature 0 celsius, time 15 hour. Run in O (water), C(Cl)Cl (methylene chloride), C(Cl)Cl (methylene chloride). Starting materials: OCCN1CN(CN(C1)CCO)CCO (1,3,5-Tris(2-hydroxyethyl)perhydro-s-tria-zine), C([O-])([O-])=O.[K+].[K+] (potassium carbonate), C(CCCCCCC\C=C/CCCCCCCC)(=O)Cl (Oleic acid chloride). Product: C(CCCCCCC\C=C/CCCCCCCC)(=O)OCCN1CN(CN(C1)CCO)CCO (1,3,5-Triazine-1,3,5(2H, 4H, 6H)triethanol Monooleate). Starting materials: COC([C@H]1NCC[C@H]1O)=O (cis-3-hydroxyproline methyl ester), CC(C)OC(=O)/N=N/C(=O)OC(C)C (DIAD), C1(=CC=CC=C1)P(C1=CC=CC=C1)C1=CC=CC=C1 (triphenylphosphine), C1(=CC=CC=C1)P(=O)(C1=CC=CC=C1)N=[N+]=[N-] (diphenylphosphoryl azide). Yields the product COC([C@H]1NCCC1N=[N+]=[N-])=O (3-azido proline methyl ester). RXN SMILES: [CH3:1][O:2][C:3](=[O:10])[C@@H:4]1[C@H:8](O)[CH2:7][CH2:6][NH:5]1.CC(OC(/N=N/C(OC(C)C)=O)=O)C.C1(P(C2C=CC=CC=2)C2C=CC=CC=2)C=CC=CC=1.C1(P([N:58]=[N+:59]=[N-:60])(C2C=CC=CC=2)=O)C=CC=CC=1>>[CH3:1][O:2][C:3](=[O:10])[C@@H:4]1[CH:8]([N:58]=[N+:59]=[N-:60])[CH2:7][CH2:6][NH:5]1. Reported procedure: Reaction of cis-3-hydroxyproline methyl ester with DIAD, triphenylphosphine and diphenylphosphoryl azide provides the desired 3-azido proline methyl ester. Transformation is typically carried out at low temperatures, e.g., 0° C., and after the addition, the reaction is allowed to warm to ambient temperature, e.g., about 25° C. Reactants: CCOCC, ClCCl, COc1c(-c2ccccc2C(C)C)cc(C)cc1-c1ccccc1C(C)C, O. The product is Cc1cc(-c2ccccc2C(C)C)c(O)c(-c2ccccc2C(C)C)c1. RXN SMILES: [CH2:29]([O:30][CH2:31][CH3:32])[CH3:33].[CH2:34]([Cl:35])[Cl:36].[CH3:1][c:2]1[cH:3][c:4](-[c:19]2[c:20]([CH:25]([CH3:26])[CH3:27])[cH:21][cH:22][cH:23][cH:24]2)[c:5]([O:17][CH3:18])[c:6](-[c:8]2[c:9]([CH:14]([CH3:15])[CH3:16])[cH:10][cH:11][cH:12][cH:13]2)[cH:7]1.[OH2:28]>>[CH3:1][c:2]1[cH:3][c:4](-[c:19]2[c:20]([CH:25]([CH3:26])[CH3:27])[cH:21][cH:22][cH:23][cH:24]2)[c:5]([OH:17])[c:6](-[c:8]2[c:9]([CH:14]([CH3:15])[CH3:16])[cH:10][cH:11][cH:12][cH:13]2)[cH:7]1. Starting materials: CC(C)(C)OC(=O)NC(Cc1ccccc1)c1ncc[nH]1, COC(=O)C(Cc1ccccc1)NC(=O)OC(C)(C)C, CC(C)C[AlH]CC(C)C, Cc1ccccc1. Yields the product CC(C)(C)OC(=O)NC(C=O)Cc1ccccc1. As a reaction SMILES: [C:1]([O:2][C:3](=[O:4])[NH:5][CH:6]([c:7]1[nH:8][cH:9][cH:10][n:11]1)[CH2:12][c:13]1[cH:14][cH:15][cH:16][cH:17][cH:18]1)([CH3:19])([CH3:20])[CH3:21].[CH3:22][O:23][C:24]([CH:25]([CH2:26][c:27]1[cH:28][cH:29][cH:30][cH:31][cH:32]1)[NH:33][C:34](=[O:35])[O:36][C:37]([CH3:38])([CH3:39])[CH3:40])=[O:41].[CH3:42][CH:43]([CH2:44][AlH:45][CH2:46][CH:47]([CH3:48])[CH3:49])[CH3:50].[CH3:51][c:52]1[cH:53][cH:54][cH:55][cH:56][cH:57]1>>[O:23]=[CH:24][CH:25]([CH2:26][c:27]1[cH:28][cH:29][cH:30][cH:31][cH:32]1)[NH:33][C:34](=[O:35])[O:36][C:37]([CH3:38])([CH3:39])[CH3:40]. The reactants are CC(C)C=1N=CSC1C(=O)OCC (ethyl 4-(propan-2-yl)-1,3-thiazole-5-carboxylate), [H-].[Al+3].[Li+].[H-].[H-].[H-] (lithium aluminum hydride), O (water), CCOC(=O)C (EtOAc). The solvent is C1CCOC1 (THF), C1CCOC1 (THF). Reaction conditions: time 1.5 hour. Yields the product CC(C)C=1N=CSC1CO ([4-(propan-2-yl)-1,3-thiazol-5-yl]methanol). Yield: 83.6%. RXN SMILES: [H-].[Al+3].[Li+].[H-].[H-].[H-].[CH3:7][CH:8]([C:10]1[N:11]=[CH:12][S:13][C:14]=1[C:15](OCC)=[O:16])[CH3:9].O.CCOC(C)=O>C1COCC1>[CH3:7][CH:8]([C:10]1[N:11]=[CH:12][S:13][C:14]=1[CH2:15][OH:16])[CH3:9] |f:0.1.2.3.4.5|. Procedure details: To a 0° C. mixture of lithium aluminum hydride (300 mg, 7.9 mmol) in anhydrous THF (10 mL) was slowly added a solution of ethyl 4-(propan-2-yl)-1,3-thiazole-5-carboxylate (1.06 g, 6.1 mmol) in anhydrous THF (10 mL). The reaction mixture was stirred at room temperature for 1.5 hours. After cooling to 0° C., water (20 mL) and EtOAc (40 mL) were added. The mixture was stirred for 30 minutes. The solid material was removed by filtration. The organic layer was recovered. The aqueous layer was extract...